From a dataset of the Open Reaction Database (ORD), a public repository of structured organic reaction records. describe an organic reaction: reactants, conditions, products, and yield Reactants: [BH4-], COC(=O)C(=C(C)C)N1C(=O)C(NC(=O)OCc2ccccc2)C1CC=O, CO, [Na+]. The product is COC(=O)C(=C(C)C)N1C(=O)C(NC(=O)OCc2ccccc2)C1CCO. Reaction SMILES: [BH4-:1].[CH2:3]([c:4]1[cH:5][cH:6][cH:7][cH:8][cH:9]1)[O:10][C:11](=[O:12])[NH:13][CH:14]1[C:15](=[O:29])[N:16]([C:21]([C:22](=[O:23])[O:24][CH3:25])=[C:26]([CH3:27])[CH3:28])[CH:17]1[CH2:18][CH:19]=[O:20].[CH3:30][OH:31].[Na+:2]>>[CH2:3]([c:4]1[cH:5][cH:6][cH:7][cH:8][cH:9]1)[O:10][C:11](=[O:12])[NH:13][CH:14]1[C:15](=[O:29])[N:16]([C:21]([C:22](=[O:23])[O:24][CH3:25])=[C:26]([CH3:27])[CH3:28])[CH:17]1[CH2:18][CH2:19][OH:20]. Starting materials: C12CN(CC2C1C(=O)OCC)C(=O)OC(C)(C)C (3-tert-butyl 6-ethyl 3-azabicyclo[3.1.0]hexane-3,6-dicarboxylate), [Li+].[OH-] (LiOH), CCN(C(C)C)C(C)C (DIPEA), C(CCl)Cl (EDC), C=1C=CC2=C(C1)N=NN2O (HOBt), [NH4+].[Cl-] (NH4Cl). Solvent: C1CCOC1 (THF), CO (MeOH), O (H2O), O (water), CN(C)C=O (DMF). Run at time 2 hour. The product is C(N)(=O)C1C2CN(CC12)C(=O)OC(C)(C)C (3-tert-butyl 6-carbamoyl-3-azabicyclo[3.1.0]hexane-3-carboxylate). Yield: 31.0%. RXN SMILES: [CH:1]12[CH:6]([C:7](OCC)=[O:8])[CH:5]1[CH2:4][N:3]([C:12]([O:14][C:15]([CH3:18])([CH3:17])[CH3:16])=[O:13])[CH2:2]2.[Li+].[OH-].CC[N:23](C(C)C)C(C)C.C(Cl)CCl.C1C=CC2N(O)N=NC=2C=1.[NH4+].[Cl-]>C1COCC1.CO.O.CN(C=O)C>[C:7]([CH:6]1[CH:5]2[CH:1]1[CH2:2][N:3]([C:12]([O:14][C:15]([CH3:18])([CH3:17])[CH3:16])=[O:13])[CH2:4]2)(=[O:8])[NH2:23] |f:1.2,6.7|. Procedure: To a solution of 1 (6.65 g, 26.2 mmol) in THF (100 mL) and MeOH (40 mL) was added a solution of LiOH (4.40 g, 104 mmol) in H2O (40 mL) and stirred for 2 h. The reaction was quenched upon addition of 0.5 N HCl (150 mL) and extracted with EtOAc (2×200 ml). The combined organic extracts were dried over MgSO4 and concentrated under vacuum to afford the intermediate acid. Dissolved in DMF (90 mL), added DIPEA (18.8 mL, 104 mmol), EDC (5.84 g, 31.4 mmol), HOBt (4.24 g, 31.4 mmol) and NH4Cl (4.16 g, 78... Reactants: BrBr (bromine), C(C=1C(C(=O)O)=CC=CC1)(=O)O (phthalic acid), O=O (oxygen), oxides of carbon, C(C1=CC=CC=C1)(=O)O (benzoic acid). Solvent: O (water). Yields the product C(C1=CC=CC=C1)(=O)O.O (benzoic acid water). Reaction SMILES: BrBr.C(O)(=O)[C:4]1[C:5](=[CH:9][CH:10]=[CH:11][CH:12]=1)[C:6]([OH:8])=[O:7].O=O.C(O)(=[O:24])C1C=CC=CC=1>O>[C:6]([OH:8])(=[O:7])[C:5]1[CH:9]=[CH:10][CH:11]=[CH:12][CH:4]=1.[OH2:24] |f:5.6|. Reported procedure: In a continuous process for iso- or terephthalic acid product production in and recovery from a benzoic acid-water solvent system wherein m- or p-xylene is oxidized with air in the presence of catalysis provided by manganese, cobalt or cobalt and manganese and a source of bromine and a liquid phase of said solvent system at a temperature within the range of from 175° to 235° C. and a constant gauge pressure within the range of 7 to 21 kg/cm2 in a stirred reaction zone to produce a suspension of ... Yields the product CCCOc1ccccc1OS(=O)(=O)NC(=O)Nc1nc(OC)cc(OC)n1. RXN SMILES: [CH3:16][O:17][c:18]1[n:19][c:20]([NH:26][C:27]([O:28][c:30]2[cH:31][cH:32][cH:33][cH:34][cH:35]2)=[O:29])[n:21][c:22]([O:24][CH3:25])[cH:23]1.[CH3:47][C:48]#[N:49].[N:36]12[CH2:37][CH2:38][CH2:39][N:40]=[C:41]1[CH2:42][CH2:43][CH2:44][CH2:45][CH2:46]2.[S:1]([NH2:2])([O:3][c:4]1[c:5]([O:10][CH2:11][CH2:12][CH3:13])[cH:6][cH:7][cH:8][cH:9]1)(=[O:14])=[O:15]>>[S:1]([NH:2][C:27]([NH:26][c:20]1[n:19][c:18]([O:17][CH3:16])[cH:23][c:22]([O:24][CH3:25])[n:21]1)=[O:28])([O:3][c:4]1[c:5]([O:10][CH2:11][CH2:12][CH3:13])[cH:6][cH:7][cH:8][cH:9]1)(=[O:14])=[O:15]. Starting materials: COc1cc(OC)nc(NC(=O)Oc2ccccc2)n1, CC#N, C1CCC2=NCCCN2CC1, CCCOc1ccccc1OS(N)(=O)=O. Reactants: NC1=CC=C(C=C1)CCC(=O)O (3-(4-Amino-phenyl)-propionic acid), C12(CC3CC(CC(C1)C3)C2)CCC2=C(N=C(N2)C2CCCCC2)C(=O)O (5-(2-adamantan-1-yl-ethyl)-2-cyclohexyl-1H-imidazole-4-carboxylic acid), benzyl ester. The product is C12(CC3CC(CC(C1)C3)C2)CCC2=C(N=C(N2)C2CCCCC2)C(=O)NC2=CC=C(C=C2)CCC(=O)O (3-(4-{[5-(2-Adamantan-1-yl-ethyl)-2-cyclohexyl-1H-imidazole-4-carbonyl]-amino}-phenyl)-propionic Acid). Reaction SMILES: [NH2:1][C:2]1[CH:7]=[CH:6][C:5]([CH2:8][CH2:9][C:10]([OH:12])=[O:11])=[CH:4][CH:3]=1.[C:13]12([CH2:23][CH2:24][C:25]3[NH:29][C:28]([CH:30]4[CH2:35][CH2:34][CH2:33][CH2:32][CH2:31]4)=[N:27][C:26]=3[C:36](O)=[O:37])[CH2:22][CH:17]3[CH2:18][CH:19]([CH2:21][CH:15]([CH2:16]3)[CH2:14]1)[CH2:20]2>>[C:13]12([CH2:23][CH2:24][C:25]3[NH:29][C:28]([CH:30]4[CH2:31][CH2:32][CH2:33][CH2:34][CH2:35]4)=[N:27][C:26]=3[C:36]([NH:1][C:2]3[CH:3]=[CH:4][C:5]([CH2:8][CH2:9][C:10]([OH:12])=[O:11])=[CH:6][CH:7]=3)=[O:37])[CH2:22][CH:17]3[CH2:18][CH:19]([CH2:21][CH:15]([CH2:16]3)[CH2:14]1)[CH2:20]2. Reported procedure: 3-(4-Amino-phenyl)-propionic acid acid benzyl ester (prepared in two steps from 4-nitrocinnamic acid) was reacted with 5-(2-adamantan-1-yl-ethyl)-2-cyclohexyl-1H-imidazole-4-carboxylic acid (Example 252) according to the procedure of Example 20, step d. The benzyl ester was hydrogenolysed using the same procedure as in Example 1, step e to afford the title compound. 1H NMR (300 MHz, d6-DMSO) 12.00 (1H, br s), 9.28 (1H, br s), 7.63 (1H, d), 7.14 (1H, d), 2.86 (2H, m), 2.76 (2H, t), 2.64 (1H, m), ... The reactants are N[C@H](CC1=CNC2=CC=CC=C12)C=1NC=C(N1)C1=CC=CC=C1 (2-{(1R)-1-Amino-2-[indol-3-yl]ethyl}-4-pheny-1H-imidazole), CO (methanol), ClCCl (dichloromethane), aldehyde, [BH4-] (Borohydride). Conditions: time 8 hour. The product is COC1=CC=C(CN[C@H](CC2=CNC3=CC=CC=C23)C=2NC=C(N2)C2=CC=CC=C2)C=C1 (2-{(1R)-1-[(4-Methoxybenzyl)amino]-2-[indol-3-yl]ethyl}-4-phenyl-1H-imidazole). Isolated yield 76.0%. Reaction SMILES: [NH2:1][C@@H:2]([C:13]1[NH:14][CH:15]=[C:16]([C:18]2[CH:23]=[CH:22][CH:21]=[CH:20][CH:19]=2)[N:17]=1)[CH2:3][C:4]1[C:12]2[C:7](=[CH:8][CH:9]=[CH:10][CH:11]=2)[NH:6][CH:5]=1.[BH4-].ClCCl.[CH3:28][OH:29]>>[CH3:28][O:29][C:9]1[CH:8]=[CH:7][C:12]([CH2:4][NH:1][C@@H:2]([C:13]2[NH:14][CH:15]=[C:16]([C:18]3[CH:23]=[CH:22][CH:21]=[CH:20][CH:19]=3)[N:17]=2)[CH2:3][C:4]2[C:12]3[C:7](=[CH:8][CH:9]=[CH:10][CH:11]=3)[NH:6][CH:5]=2)=[CH:11][CH:10]=1. Reported procedure: 2-{(1R)-1-Amino-2-[indol-3-yl]ethyl}-4-pheny-1H-imidazole (36.3 mg, 0.12 mmol) and panisaldehyde (12 μL, 0.1 mmol) in 1 mL of methanol were shaken for about 2 hours at about 22° C. Borohydride resin (76 mg, 2.5 mmol/g, AMBERLITE® IRA400) was then added and the slurry was stirred overnight before addition of dichloromethane (1 mL) and aldehyde Wang resin (31 mg, 3.22 mmol/g, Novabiochem). After about 8 hours of stirring, the slurry was then filtered and vaporated in vacuo to give a yellow solid (... Product: FC1(C(C(C(C1(F)F)(F)F)(F)F)(F)F)F (perfluorocyclopentane). RXN SMILES: [F:1][C:2](F)([F:16])[C:3]([F:15])([F:14])[C:4]([F:13])([F:12])[C:5]([F:11])([F:10])[C:6](F)([F:8])[F:7].FC(F)(F)C(F)(F)C(F)(F)C(F)(F)F>>[F:16][C:2]1([F:1])[C:3]([F:14])([F:15])[C:4]([F:12])([F:13])[C:5]([F:10])([F:11])[C:6]1([F:8])[F:7]. Procedure details: Emulsions of dodecafluoropentane (boiling point 28°-29° C.), a mixture of dodecafluoropentane and decafluorobutane with a boiling point of 20.0° C., and perfluorocyclopentane (boiling point of 22.5° C.) were formed and their echogenicity tested. The emulsions contained Fluorad 170 C as surfactant and were formed by applying acoustic energy from a waterbath sonicator. Echogenicity was tested by adding 0.2 mL of each emulsion to 1000 mL of water at 37° C. through a 1.2 micron filter and measuring ... Reactants: FC(C(C(C(C(F)(F)F)(F)F)(F)F)(F)F)(F)F (dodecafluoropentane), FC(C(C(C(C(F)(F)F)(F)F)(F)F)(F)F)(F)F (dodecafluoropentane), FC(C(C(C(F)(F)F)(F)F)(F)F)(F)F (decafluorobutane). Starting materials: FC(C=1C=C(C(=O)N2[C@@H](CNCC2)CC2=CNC3=CC=CC=C23)C=C(C1)C(F)(F)F)(F)F ((2R)-1-[3,5-bis(trifluoromethyl)benzoyl]-2-(1H-indol-3-ylmethyl)piperazine), CN1N=CC(=C1)C=O (1-methyl-4-formyl-1H-pyrazole), ClCCl (dichloromethane), C(C)(=O)O[BH-](OC(C)=O)OC(C)=O.[Na+] (sodium triacetoxyborohydride). Run at time 4 hour. The product is Cl.FC(C=1C=C(C(=O)N2[C@@H](CN(CC2)CC=2C=NN(C2)C)CC2=CNC3=CC=CC=C23)C=C(C1)C(F)(F)F)(F)F ((2R)-1-[3,5-bis(trifluoromethyl)benzoyl]-2-(1H-indol-3-ylmethyl)-4-[(1-methyl-1H-pyrazol-4-yl)methyl]piperazine hydrochloride). Reaction SMILES: [F:1][C:2]([F:32])([F:31])[C:3]1[CH:4]=[C:5]([CH:24]=[C:25]([C:27]([F:30])([F:29])[F:28])[CH:26]=1)[C:6]([N:8]1[CH2:13][CH2:12][NH:11][CH2:10][C@H:9]1[CH2:14][C:15]1[C:23]2[C:18](=[CH:19][CH:20]=[CH:21][CH:22]=2)[NH:17][CH:16]=1)=[O:7].[CH3:33][N:34]1[CH:38]=[C:37]([CH:39]=O)[CH:36]=[N:35]1.C(O[BH-](OC(=O)C)OC(=O)C)(=O)C.[Na+].[Cl:55]CCl>>[ClH:55].[F:30][C:27]([F:28])([F:29])[C:25]1[CH:24]=[C:5]([CH:4]=[C:3]([C:2]([F:1])([F:31])[F:32])[CH:26]=1)[C:6]([N:8]1[CH2:13][CH2:12][N:11]([CH2:39][C:37]2[CH:36]=[N:35][N:34]([CH3:33])[CH:38]=2)[CH2:10][C@H:9]1[CH2:14][C:15]1[C:23]2[C:18](=[CH:19][CH:20]=[CH:21][CH:22]=2)[NH:17][CH:16]=1)=[O:7] |f:2.3,5.6|. Procedure: to a stirred mixture of (2R)-1-[3,5-bis(trifluoromethyl)benzoyl]-2-(1H-indol-3-ylmethyl)piperazine (0.2 g) and 1-methyl-4-formyl-1H-pyrazole (0.05 g) in dichloromethane (2 ml) under nitrogen atmosphere was added sodium triacetoxyborohydride (151 mg) at room temperature. After 4 hours, the reaction mixture was evaporated under reduced pressure, and ethyl acetate (20 ml) and aqueous sodium hydrogen carbonate solution (10 ml) were added to the residue. The organic layer was separated and washed wit...